This data is from the Open Reaction Database (ORD), a public repository of structured organic reaction records. The task is: describe an organic reaction: reactants, conditions, products, and yield Reactants: CC1(C)C2CCC1(CS(=O)(=O)O)C(=O)C2, Cc1ccccc1, CCO, O=C(Cc1ccc(F)cc1)N=C=S, CN1CCN(C2CCN(C(=O)Nc3cc(Oc4ccc(N)cc4)ccn3)CC2)CC1. RXN SMILES: [C:44]12([CH2:45][S:46]([OH:47])(=[O:48])=[O:49])[C:50]([CH3:51])([CH3:52])[CH:53]([CH2:54][CH2:55]1)[CH2:56][C:57]2=[O:58].[CH3:59][c:60]1[cH:61][cH:62][cH:63][cH:64][cH:65]1.[CH3:66][CH2:67][OH:68].[F:1][c:2]1[cH:3][cH:4][c:5]([CH2:8][C:9](=[O:10])[N:11]=[C:12]=[S:13])[cH:6][cH:7]1.[NH2:14][c:15]1[cH:16][cH:17][c:18]([O:19][c:20]2[cH:21][c:22]([NH:26][C:27](=[O:28])[N:29]3[CH2:30][CH2:31][CH:32]([N:35]4[CH2:36][CH2:37][N:38]([CH3:41])[CH2:39][CH2:40]4)[CH2:33][CH2:34]3)[n:23][cH:24][cH:25]2)[cH:42][cH:43]1>>[F:1][c:2]1[cH:3][cH:4][c:5]([CH2:8][C:9](=[O:10])[NH:11][C:12](=[S:13])[NH:14][c:15]2[cH:16][cH:17][c:18]([O:19][c:20]3[cH:21][c:22]([NH:26][C:27](=[O:28])[N:29]4[CH2:30][CH2:31][CH:32]([N:35]5[CH2:36][CH2:37][N:38]([CH3:41])[CH2:39][CH2:40]5)[CH2:33][CH2:34]4)[n:23][cH:24][cH:25]3)[cH:42][cH:43]2)[cH:6][cH:7]1. Yields the product CN1CCN(C2CCN(C(=O)Nc3cc(Oc4ccc(NC(=S)NC(=O)Cc5ccc(F)cc5)cc4)ccn3)CC2)CC1. Yield: 63.8%. Conditions: temperature 150 celsius. Reported procedure: A mixture of 5-methyl-3-methylthio-6-phenyl-1,2,4-triazine (2.17 g) and 3-[3(1-pyrrolidinylmethyl)phenoxy]propylamine (3.04 g) was heated at 150° C. for 33 hours and dissolved in a small volume of chloroform after cooling. The solution was purified by column chromatgraphy on silica gel (100 g) with chloroform and then a mixture of chloroform and methanol (20:1) as eluents to give 3-[3-[3-(1-pyrrolidinylmethyl)-phenoxy]propylamino]-5-methyl-6-phenyl-1,2,4-triazine (2.57 g). Reaction SMILES: [CH3:1][C:2]1[N:3]=[C:4](SC)[N:5]=[N:6][C:7]=1[C:8]1[CH:13]=[CH:12][CH:11]=[CH:10][CH:9]=1.[N:16]1([CH2:21][C:22]2[CH:23]=[C:24]([CH:30]=[CH:31][CH:32]=2)[O:25][CH2:26][CH2:27][CH2:28][NH2:29])[CH2:20][CH2:19][CH2:18][CH2:17]1>C(Cl)(Cl)Cl>[N:16]1([CH2:21][C:22]2[CH:23]=[C:24]([CH:30]=[CH:31][CH:32]=2)[O:25][CH2:26][CH2:27][CH2:28][NH:29][C:4]2[N:5]=[N:6][C:7]([C:8]3[CH:13]=[CH:12][CH:11]=[CH:10][CH:9]=3)=[C:2]([CH3:1])[N:3]=2)[CH2:17][CH2:18][CH2:19][CH2:20]1. The product is N1(CCCC1)CC=1C=C(OCCCNC=2N=NC(=C(N2)C)C2=CC=CC=C2)C=CC1 (3-[3-[3-(1-pyrrolidinylmethyl)-phenoxy]propylamino]-5-methyl-6-phenyl-1,2,4-triazine). Run in C(Cl)(Cl)Cl (chloroform). The reactants are CC=1N=C(N=NC1C1=CC=CC=C1)SC (5-methyl-3-methylthio-6-phenyl-1,2,4-triazine), N1(CCCC1)CC=1C=C(OCCCN)C=CC1 (3-[3(1-pyrrolidinylmethyl)phenoxy]propylamine). Reactants: BrN1C(CCC1=O)=O (N-bromosuccinimide), C(C1=CC=CC=C1)(=O)OOC(C1=CC=CC=C1)=O (dibenzoyl peroxide), CC1=NC(=NC=C1C)C1=CC=CC=C1 (4,5-dimethyl-2-phenylpyrimidine). Solvent: C(Cl)(Cl)(Cl)Cl (CCl4). The product is BrCC=1C(=NC(=NC1)C1=CC=CC=C1)C (5-bromomethyl-4-methyl-2-phenylpyrimidine). The yield is 92.0%. Reaction SMILES: [Br:1]N1C(=O)CCC1=O.C(OOC(=O)C1C=CC=CC=1)(=O)C1C=CC=CC=1.[CH3:27][C:28]1[C:33]([CH3:34])=[CH:32][N:31]=[C:30]([C:35]2[CH:40]=[CH:39][CH:38]=[CH:37][CH:36]=2)[N:29]=1>C(Cl)(Cl)(Cl)Cl>[Br:1][CH2:34][C:33]1[C:28]([CH3:27])=[N:29][C:30]([C:35]2[CH:40]=[CH:39][CH:38]=[CH:37][CH:36]=2)=[N:31][CH:32]=1. Reported procedure: 5.54 g (31.1 mmol) of N-bromosuccinimide (NBS) and 6 mg of dibenzoyl peroxide were added to a solution of 5.53 g (30 mmol) of 4,5-dimethyl-2-phenylpyrimidine in 110 ml of CCl4, and the mixture was warmed to the boiling point for 5 minutes with stirring and irradiation with a daylight lamp with increased short-wave content (type: Osram UltraVitalux, 300 W, GUR 53). The NBS had then been consumed and converted into specifically light succinimide. It was filtered off under suction at room temperatu... The reactants are C(C)(C)(C)C1=C(N=C(S1)NC1=CC=C(C=C1)S(=O)(=O)NC=1SC=CN1)C (4-(5-tert-butyl-4-methylthiazol-2-ylamino)-N-(thiazol-2-yl)benzenesulfonamide), C1(CC1)C1=NC(=NC=C1)NC1=CC(=C(C=C1)S(=O)(=O)NC=1SC=CN1)F (4-(4-cyclopropylpyrimidin-2-ylamino)-2-fluoro-N-(thiazol-2-yl)benzenesulfonamide), FC1=CC=C(CC2=NOC(=C2)N2CC3=CC(=CC=C3C(C2)=O)S(=O)(=O)NC=2SC=CN2)C=C1 (2-(3-(4-fluorobenzyl)isoxazol-5-yl)-4-oxo-N-(thiazol-2-yl)-1,2,3,4-tetrahydroisoquinoline-7-sulfonamide), O=C1N(C2=CC=C(C=C2C1)S(=O)(=O)NC=1SC=CN1)C=1SC=C(N1)CC1=CC=C(C=C1)C(F)(F)F (2-oxo-N-(thiazol-2-yl)-1-(4-(4-(trifluoromethyl)benzyl)thiazol-2-yl)indoline-5-sulfonamide), FC1=C2C(C(CC2=CC=C1S(=O)(=O)NC=1SC=CN1)NC=1SC=C(N1)CC(C)(C)C)=O (4-fluoro-2-(4-neopentylthiazol-2-ylamino)-3-oxo-N-(thiazol-2-yl)-2,3-dihydro-1H-indene-5-sulfonamide), C1(CC1)C=1N=C(SC1)N(CC(=O)N)C1=CC=C(C=C1)S(NC=1SC=CN1)(=O)=O (2-((4-cyclopropylthiazol-2-yl)(4-(N-thiazol-2-ylsulfamoyl)phenyl)amino)acetamide), FC1=CC=C(CC2=NOC(=C2)N2CC3=CC(=CC=C3CC2)S(=O)(=O)NC=2SC=CN2)C=C1 (2-(3-(4-fluorobenzyl)isoxazol-5-yl)-N-(thiazol-2-yl)-1,2,3,4-tetrahydroisoquinoline-7-sulfonamide), C(C)(C)(C)C=1N=C(SC1)NC1CC2=CC=C(C(=C2C1)F)S(=O)(=O)NC=1SC=CN1 (2-(4-tert-butylthiazol-2-ylamino)-4-fluoro-N-(thiazol-2-yl)-2,3-dihydro-1H-indene-5-sulfonamide), C(C)(C)(C)C1=C(N=C(S1)NC1=CC(=C(C=C1)S(=O)(=O)NC=1SC=CN1)F)C (4-(5-tert-butyl-4-methylthiazol-2-ylamino)-2-fluoro-N-(thiazol-2-yl)benzenesulfonamide), C(C)(C)(C)N1N=C(C=C1NC1=CC(=C(C=C1)S(=O)(=O)NC=1SC=CN1)F)CC1=CC=C(C=C1)Cl (4-(1-tert-butyl-3-(4-chlorobenzyl)-1H-pyrazol-5-ylamino)-2-fluoro-N-(thiazol-2-yl)benzenesulfonamide), ClC1=CC=C(CC2=NN(C(=C2)NC=2C=NC(=NC2)S(=O)(=O)NC=2SC=CN2)C)C=C1 (5-(3-(4-chlorobenzyl)-1-methyl-1H-pyrazol-5-ylamino)-N-(thiazol-2-yl)pyrimidine-2-sulfonamide). Yields the product C1(=CC=CC=C1)CCCCN1N=CC2=CC(=CC=C12)S(=O)(=O)NC=1SC=CN1 (1-(4-phenylbutyl)-N-(thiazol-2-yl)-1H-indazole-5-sulfonamide). Reaction SMILES: C(C1S[C:8]([NH:10][C:11]2[CH:16]=[CH:15][C:14]([S:17]([NH:20][C:21]3[S:22][CH:23]=[CH:24][N:25]=3)(=[O:19])=[O:18])=[CH:13][CH:12]=2)=NC=1C)(C)(C)C.C(C1SC(N[C:37]2[CH:42]=[CH:41][C:40](S(NC3SC=CN=3)(=O)=O)=[C:39](F)[CH:38]=2)=NC=1C)(C)(C)C.C(N1C(NC2C=CC(S(NC3SC=CN=3)(=O)=O)=C(F)C=2)=[CH:61][C:60]([CH2:80]C2C=CC(Cl)=CC=2)=N1)(C)(C)C.O=[C:89]1CC2C(=CC=C(S(NC3SC=CN=3)(=O)=O)C=2)[N:90]1C1SC=C(CC2C=CC(C(F)(F)F)=CC=2)N=1.C1(C2C=CN=C(NC3C=CC(S(NC4SC=CN=4)(=O)=O)=C(F)C=3)N=2)CC1.ClC1C=CC(CC2C=C(NC3C=NC(S(NC4SC=CN=4)(=O)=O)=NC=3)N(C)N=2)=CC=1.C(C1N=C(NC2CC3C(=CC=C(S(NC4SC=CN=4)(=O)=O)C=3F)C2)SC=1)(C)(C)C.FC1C(S(NC2SC=CN=2)(=O)=O)=CC=C2C=1C(=O)C(NC1SC=C(CC(C)(C)C)N=1)C2.FC1C=CC(CC2C=C(N3CCC4C(=CC(S(NC5SC=CN=5)(=O)=O)=CC=4)C3)ON=2)=CC=1.FC1C=CC(CC2C=C(N3CC(=O)C4C(=CC(S(NC5SC=CN=5)(=O)=O)=CC=4)C3)ON=2)=CC=1.C1(C2N=C(N(C3C=CC(S(=O)(=O)NC4SC=CN=4)=CC=3)CC(N)=O)SC=2)CC1>>[C:37]1([CH2:61][CH2:60][CH2:80][CH2:8][N:10]2[C:11]3[C:12](=[CH:13][C:14]([S:17]([NH:20][C:21]4[S:22][CH:23]=[CH:24][N:25]=4)(=[O:18])=[O:19])=[CH:15][CH:16]=3)[CH:89]=[N:90]2)[CH:38]=[CH:39][CH:40]=[CH:41][CH:42]=1. Procedure details: Additional compounds of the invention, which have been synthesized according to the methods described herein are set forth below and listed in Table IV: 4-(5-tert-butyl-4-methylthiazol-2-ylamino)-N-(thiazol-2-yl)benzenesulfonamide; 4-(5-tert-butyl-4-methylthiazol-2-ylamino)-2-fluoro-N-(thiazol-2-yl)benzenesulfonamide; 4-(1-tert-butyl-3-(4-chlorobenzyl)-1H-pyrazol-5-ylamino)-2-fluoro-N-(thiazol-2-yl)benzenesulfonamide; 2-oxo-N-(thiazol-2-yl)-1-(4-(4-(trifluoromethyl)benzyl)thiazol-2-yl)indoline-5... Yields the product CCOC(=O)CC1CCC2(CC1)OCCO2. RXN SMILES: [CH3:19][CH2:20][OH:21].[H:17][H:18].[O:1]1[CH2:2][CH2:3][O:4][C:5]12[CH2:6][CH2:7][C:8](=[CH:11][C:12](=[O:13])[O:14][CH2:15][CH3:16])[CH2:9][CH2:10]2>>[O:1]1[CH2:2][CH2:3][O:4][C:5]12[CH2:6][CH2:7][CH:8]([CH2:11][C:12](=[O:13])[O:14][CH2:15][CH3:16])[CH2:9][CH2:10]2. Starting materials: CCO, [H][H], CCOC(=O)C=C1CCC2(CC1)OCCO2.